From a dataset of the Open Reaction Database (ORD), a public repository of structured organic reaction records. describe an organic reaction: reactants, conditions, products, and yield Reactants: ClC1=CC=2CCCC2C=2OC(CC21)CN=[N+]=[N-] ((±)-(4-chloro-3,6,7,8-tetrahydro-2H-indeno[4,5-b]furan-2-yl)methyl azide), hydrochloride salt, Cl (hydrogen chloride). Reagents/catalysts: [Pt] (sulfided platinum on carbon). Product: ClC1=CC=2CCCC2C=2OC(CC21)CN ((±)-1-(4-chloro-3,6,7,8-tetrahydro-2H-indeno[4,5-b]furan-2-yl)methanamine). Yield: 76.0%. Reaction SMILES: [Cl:1][C:2]1[C:13]2[CH2:12][CH:11]([CH2:14][N:15]=[N+]=[N-])[O:10][C:9]=2[C:8]2[CH2:7][CH2:6][CH2:5][C:4]=2[CH:3]=1.Cl>[Pt]>[Cl:1][C:2]1[C:13]2[CH2:12][CH:11]([CH2:14][NH2:15])[O:10][C:9]=2[C:8]2[CH2:7][CH2:6][CH2:5][C:4]=2[CH:3]=1. Procedure: Treatment of (±)-(4-chloro-3,6,7,8-tetrahydro-2H-indeno[4,5-b]furan-2-yl)methyl 4-methylbenzenesulfonate (4.0 g, 10.6 mmol) with sodium azide (2.75 g, 42.2 mmol) generally according to the procedure described for Intermediate 24 gave (±)-(4-chloro-3,6,7,8-tetrahydro-2H-indeno[4,5-b]furan-2-yl)methyl azide. Treatment of the azide with sulfided platinum on carbon (5 wt. %, 0.63 g) followed by hydrogen chloride (3 mL, 4 M in isopropanol) generally according to the procedure described for Example 2 ... Reactants: FC=1C=C(C=2C=C(NC2C1)[C@@]1(NCCC1)C)C(=O)OC ((R)-methyl 6-fluoro-2-(2-methylpyrrolidin-2-yl)-1H-indole-4-carboxylate), CC#N (CH3CN), COC(CBr)=O (methylbromoacetate), CCN(C(C)C)C(C)C (DIPEA). Solvent: C(Cl)Cl (CH2Cl2). Run at time 20 hour. Product: FC=1C=C(C=2C=C(NC2C1)[C@@]1(N(CCC1)CC(=O)OC)C)C(=O)OC ((R)-methyl 6-fluoro-2-(1-(2-methoxy-2-oxoethyl)-2-methylpyrrolidin-2-yl)-1H-indole-4-carboxylate). The yield is 63.9%. As a reaction SMILES: [F:1][C:2]1[CH:3]=[C:4]([C:17]([O:19][CH3:20])=[O:18])[C:5]2[CH:6]=[C:7]([C@@:11]3([CH3:16])[CH2:15][CH2:14][CH2:13][NH:12]3)[NH:8][C:9]=2[CH:10]=1.CC#N.[CH3:24][O:25][C:26](=[O:29])[CH2:27]Br.CCN(C(C)C)C(C)C>C(Cl)Cl>[F:1][C:2]1[CH:3]=[C:4]([C:17]([O:19][CH3:20])=[O:18])[C:5]2[CH:6]=[C:7]([C@@:11]3([CH3:16])[CH2:15][CH2:14][CH2:13][N:12]3[CH2:27][C:26]([O:25][CH3:24])=[O:29])[NH:8][C:9]=2[CH:10]=1. Reported procedure: To a stirred mixture of (R)-methyl 6-fluoro-2-(2-methylpyrrolidin-2-yl)-1H-indole-4-carboxylate (1.0, 1.27 mol), CH3CN (50 ml) and methylbromoacetate (0.58 g, 3.82 mmol) was added DIPEA (0.82 g, 6.35 mmol). The reaction mixture was stirred at room temperature for about 20 hours. The reaction mixture was then diluted with CH2Cl2 (15 ml) and washed with water three times. The organic layer was dried with MgSO4 and concentrated to give 0.85 g of (R)-methyl 6-fluoro-2-(1-(2-methoxy-2-oxoethyl)-2-met...